From a dataset of the Open Reaction Database (ORD), a public repository of structured organic reaction records. describe an organic reaction: reactants, conditions, products, and yield The reactants are COc1ccc(C=CC=O)cc1OC, CN, [Mg+2], O=S(=O)([O-])[O-], c1ccccc1. The product is CNCC=Cc1ccc(OC)c(OC)c1. As a reaction SMILES: [CH3:1][O:2][c:3]1[cH:4][c:5]([CH:6]=[CH:7][CH:8]=[O:9])[cH:10][cH:11][c:12]1[O:13][CH3:14].[CH3:21][NH2:22].[Mg+2:15].[O-:16][S:17](=[O:18])(=[O:19])[O-:20].[cH:23]1[cH:24][cH:25][cH:26][cH:27][cH:28]1>>[CH3:1][O:2][c:3]1[cH:4][c:5]([CH:6]=[CH:7][CH2:8][NH:22][CH3:21])[cH:10][cH:11][c:12]1[O:13][CH3:14].